This data is from the Open Reaction Database (ORD), a public repository of structured organic reaction records. The task is: describe an organic reaction: reactants, conditions, products, and yield The reactants are N1(C=NC=C1)C(=O)C=1C(NC(N(C1C)C1=CC(=CC=C1)C(F)(F)F)=O)C1=CC=C(C#N)C=C1 (4-{5-(1H-Imidazol-1-ylcarbonyl)-6-methyl-2-oxo-1-[3-(trifluoromethyl)phenyl]-1,2,3,4-tetrahydro-4-pyrimidinyl}benzonitrile), N1=CC=C(C=C1)CCO (2-(4-pyridinyl)ethanol). Reaction conditions: temperature 100 celsius, time 1 hour. The product is C(#N)C1=CC=C(C=C1)C1NC(N(C(=C1C(=O)OCCC1=CC=NC=C1)C)C1=CC(=CC=C1)C(F)(F)F)=O (2-(4-Pyridinyl)ethyl 4-(4-cyanophenyl)-6-methyl-2-oxo-1-[3-(trifluoromethyl)phenyl]-1,2,3,4-tetrahydro-5-pyrimidinecarboxylate). RXN SMILES: N1([C:6]([C:8]2[CH:9]([C:26]3[CH:33]=[CH:32][C:29]([C:30]#[N:31])=[CH:28][CH:27]=3)[NH:10][C:11](=[O:25])[N:12]([C:15]3[CH:20]=[CH:19][CH:18]=[C:17]([C:21]([F:24])([F:23])[F:22])[CH:16]=3)[C:13]=2[CH3:14])=[O:7])C=CN=C1.[N:34]1[CH:39]=[CH:38][C:37]([CH2:40][CH2:41][OH:42])=[CH:36][CH:35]=1>>[C:30]([C:29]1[CH:28]=[CH:27][C:26]([CH:9]2[C:8]([C:6]([O:42][CH2:41][CH2:40][C:37]3[CH:38]=[CH:39][N:34]=[CH:35][CH:36]=3)=[O:7])=[C:13]([CH3:14])[N:12]([C:15]3[CH:20]=[CH:19][CH:18]=[C:17]([C:21]([F:23])([F:22])[F:24])[CH:16]=3)[C:11](=[O:25])[NH:10]2)=[CH:33][CH:32]=1)#[N:31]. Procedure details: 45.1 mg (0.1 mmol) of the compound of Example 25 are added to 0.5 ml 2-(4-pyridinyl)ethanol. The reaction mixture is stirred at approx. 100° C. for 1 hour. After cooling the reaction mixture is purified by preparative HPLC (column: Agilent Zorbax Extend C18 20 mm×50 mm, 5 μm; solvent A: acetonitrile, solvent B: water+0.1% conc. ammonia; gradient: 0 min 10% A, 2 min 10% A, 6 min 90% A, 7 min 90% A, 7.1 min 10% A, 8 min 10% A; wavelength: 220 nm; injection volume: approx. 500 μl; number of injecti...